Task: describe an organic reaction: reactants, conditions, products, and yield. Dataset: the Open Reaction Database (ORD), a public repository of structured organic reaction records Reactants: FC1=CC2=C(N=C(N2)SCC2=NC=CC(=C2C)OC)C=C1 (5-fluoro-2-[(4-methoxy-3-methyl-2-pyridyl)methylthio]benzimidazole). The solvent is Br (HBr). Product: FC1=CC2=C(N=C(N2)SCC2=NC=CC(=C2C)O)C=C1 (5-fluoro-2-[(4-hydroxy-3-methyl-2-pyridyl)methylthio]benzimidazole). The yield is 61.0%. Reaction SMILES: [F:1][C:2]1[CH:21]=[CH:20][C:5]2[N:6]=[C:7]([S:9][CH2:10][C:11]3[C:16]([CH3:17])=[C:15]([O:18]C)[CH:14]=[CH:13][N:12]=3)[NH:8][C:4]=2[CH:3]=1>Br>[F:1][C:2]1[CH:21]=[CH:20][C:5]2[N:6]=[C:7]([S:9][CH2:10][C:11]3[C:16]([CH3:17])=[C:15]([OH:18])[CH:14]=[CH:13][N:12]=3)[NH:8][C:4]=2[CH:3]=1. Procedure details: A solution of 5-fluoro-2-[(4-methoxy-3-methyl-2-pyridyl)methylthio]benzimidazole (5.5 g) in aqueous 47% HBr (50 ml) was heated for 24 hours under reflux. The reaction mixture was concentrated under reduced pressure. The residual oily substance was neutralized with a saturated aqueous solution of sodium hydrogencarbonate, to which was added ethyl acetate (50 ml) to give 5-fluoro-2-[(4-hydroxy-3-methyl-2-pyridyl)methylthio]benzimidazole (3.2 g, 62%). Recrystallization from ethanol afforded colorle...